This data is from the Open Reaction Database (ORD), a public repository of structured organic reaction records. The task is: describe an organic reaction: reactants, conditions, products, and yield Reaction conditions: temperature 60 celsius, time 2 hour. Yields the product Cl.FC1=CC=C(C=C1)C1=NN=C(O1)C1=CC=C(C=C1)[C@H]1CNCCO1 ((S)-2-(4-(5-(4-fluorophenyl)-1,3,4-oxadiazol-2-yl)phenyl)morpholine hydrochloride). Solvent: O1CCOCC1 (dioxane), O1CCOCC1 (dioxane). Procedure details: (S)-tert-Butyl 2-(4-(5-(4-fluorophenyl)-1,3,4-oxadiazol-2-yl)phenyl)morpholine-4-carboxylate (45 mg, 0.105 mmol) was dissolved in dioxane (1 ml) and a solution of HCl in dioxane (4M, 0.317 ml, 1.27 mmol) was added. The reaction mixture was stirred for 2 h at 60° C. After cooling ether (2 ml) was added and the solid was filtered off. It was washed with ether and dried in vacuo to afford (S)-2-(4-(5-(4-fluorophenyl)-1,3,4-oxadiazol-2-yl)phenyl)morpholine hydrochloride (32 mg, 84%) as a white solid... Isolated yield 84.0%. As a reaction SMILES: [F:1][C:2]1[CH:7]=[CH:6][C:5]([C:8]2[O:12][C:11]([C:13]3[CH:18]=[CH:17][C:16]([C@@H:19]4[O:24][CH2:23][CH2:22][N:21](C(OC(C)(C)C)=O)[CH2:20]4)=[CH:15][CH:14]=3)=[N:10][N:9]=2)=[CH:4][CH:3]=1.[ClH:32].CCOCC>O1CCOCC1>[ClH:32].[F:1][C:2]1[CH:7]=[CH:6][C:5]([C:8]2[O:12][C:11]([C:13]3[CH:14]=[CH:15][C:16]([C@@H:19]4[O:24][CH2:23][CH2:22][NH:21][CH2:20]4)=[CH:17][CH:18]=3)=[N:10][N:9]=2)=[CH:4][CH:3]=1 |f:4.5|. Reactants: Cl (HCl), FC1=CC=C(C=C1)C1=NN=C(O1)C1=CC=C(C=C1)[C@H]1CN(CCO1)C(=O)OC(C)(C)C ((S)-tert-Butyl 2-(4-(5-(4-fluorophenyl)-1,3,4-oxadiazol-2-yl)phenyl)morpholine-4-carboxylate), CCOCC (ether). Reactants: C(=C)[Mg]Cl (vinyl magnesium chloride), BrC=1C=C(C=CC1)C1=CC2=C(S1)CC(CC2=O)(C)C (2-(3-Bromophenyl)-6,6-dimethyl-6,7-dihydrobenzo[b]thiophen-4(5H)-one), C(=C)[Mg]Cl (Vinyl magnesium chloride), ketone, [Cl-].[NH4+] (ammonium chloride). Reaction conditions: temperature -30 celsius, time 18 hour. Product: BrC=1C=C(C=CC1)C1=CC2=C(S1)CC(CC2(O)C=C)(C)C (2-(3-bromophenyl)-6,6-dimethyl-4-vinyl-4,5,6,7-tetrahydrobenzo[b]thiophen-4-ol). Procedure details: 2-(3-Bromophenyl)-6,6-dimethyl-6,7-dihydrobenzo[b]thiophen-4(5H)-one (0.36 g, 1.0 mmol) was dissolved in anhydrous THF (10 mL) and the solution was cooled to −30° C. under a nitrogen atmosphere. Vinyl magnesium chloride (2.8 mL, 1.6 M solution in THF, 5.4 mmol) was added to the ketone portion-wise whilst maintaining the temperature at −30° C. Upon completion of the addition, the reaction was allowed to warm to 25° C. and then stirred for 18 hr. Monitoring of the reaction by LC/MS indicated start... As a reaction SMILES: [Br:1][C:2]1[CH:3]=[C:4]([C:8]2[S:12][C:11]3[CH2:13][C:14]([CH3:19])([CH3:18])[CH2:15][C:16](=[O:17])[C:10]=3[CH:9]=2)[CH:5]=[CH:6][CH:7]=1.[CH:20]([Mg]Cl)=[CH2:21].[Cl-].[NH4+]>C1COCC1>[Br:1][C:2]1[CH:3]=[C:4]([C:8]2[S:12][C:11]3[CH2:13][C:14]([CH3:19])([CH3:18])[CH2:15][C:16]([CH:20]=[CH2:21])([OH:17])[C:10]=3[CH:9]=2)[CH:5]=[CH:6][CH:7]=1 |f:2.3|. The yield is 118.4%. Run in C1CCOC1 (THF). Starting materials: BrC=1C=C2C=CC(=NC2=CC1)C (6-bromoquinaldine), [Se] (Selenium), O1CCOCC1 (dioxane), solid. The product is BrC=1C=C2C=CC(=NC2=CC1)C=O (6-bromo-quinoline-2-carbaldehyde). RXN SMILES: [Se].[Br:2][C:3]1[CH:4]=[C:5]2[C:10](=[CH:11][CH:12]=1)[N:9]=[C:8]([CH3:13])[CH:7]=[CH:6]2.[O:14]1CCOCC1>>[Br:2][C:3]1[CH:4]=[C:5]2[C:10](=[CH:11][CH:12]=1)[N:9]=[C:8]([CH:13]=[O:14])[CH:7]=[CH:6]2 |^3:0|. Procedure details: Selenium dioxyde (1.3 g, 12 mmol, 1.3 eq) in suspension in dioxane (50 mL) was heated at 60° C. 6-bromoquinaldine (2 g, 9 mmol) was then introduced and the mixture was left to react at 80° C. for 3 hours. After cooling to room temperature, the mixture was filtered on celite, eluted with dioxane and concentrated under reduced pressure. The product obtained is a pure white solid (3.3 g, >98%). The reactants are FC1=NC=CC=C1C12CCCN2CCC1 (7a-(2-fluoro-3-pyridinyl)-hexahydro-1H-pyrrolizine), Cl (HCl). The solvent is CCOCC (Et2O), CCOCC (Et2O). Product: Cl.FC1=NC=CC=C1C12CCCN2CCC1 (7a-(2-fluoro-3-pyridinyl)-hexahydro-1H-pyrrolizine hydrochloride salt). Isolated yield 77.0%. RXN SMILES: [F:1][C:2]1[C:7]([C:8]23[CH2:15][CH2:14][CH2:13][N:12]2[CH2:11][CH2:10][CH2:9]3)=[CH:6][CH:5]=[CH:4][N:3]=1.[ClH:16]>CCOCC>[ClH:16].[F:1][C:2]1[C:7]([C:8]23[CH2:15][CH2:14][CH2:13][N:12]2[CH2:11][CH2:10][CH2:9]3)=[CH:6][CH:5]=[CH:4][N:3]=1 |f:3.4|. Reported procedure: 7a-(2-fluoro-3-pyridinyl)-hexahydro-1H-pyrrolizine (from step 6a, 59 mg, 0.3 mmol) was dissolved in Et2O (8 mL), and Et2O saturated with HCl (g) was added. The solvent was removed, and the precipitate was recrystallized from MeOH/Et2O to afford a white solid (54 mg, 77%). mp 185°-186° C. MS (CI/NH3) m/e: 207 (M+H)+. 1H NMR D2O, 300 MHz) a 2.06-2.21 (m, 2H), 2.27-2.41 (m, 4H), 2.65-2.77 (m, 2H), 3.32-3.40 (m, 2H), 3.85-3.95 (m, 2H), 7.47 (ddd, J=7.7, 4.8, 1.8 Hz, 1H), 8.14 (ddd, J=10.7, 7.7, 1.8 ... Reactants: COC(=O)Cl, ClC(Cl)Cl, CC(C)(C)ONC(=O)C1CN(S(=O)(=O)CCN)CCN1C(=O)OC(C)(C)C, c1ccncc1. Product: COC(=O)NCCS(=O)(=O)N1CCN(C(=O)OC(C)(C)C)C(C(=O)NOC(C)(C)C)C1. Reaction SMILES: [Cl:1][C:2](=[O:3])[O:4][CH3:5].[Cl:33][CH:34]([Cl:35])[Cl:36].[NH2:6][CH2:7][CH2:8][S:9](=[O:10])(=[O:11])[N:12]1[CH2:13][CH:14]([C:25](=[O:26])[NH:27][O:28][C:29]([CH3:30])([CH3:31])[CH3:32])[N:15]([C:18](=[O:19])[O:20][C:21]([CH3:22])([CH3:23])[CH3:24])[CH2:16][CH2:17]1.[cH:37]1[cH:38][cH:39][n:40][cH:41][cH:42]1>>[C:2](=[O:3])([O:4][CH3:5])[NH:6][CH2:7][CH2:8][S:9](=[O:10])(=[O:11])[N:12]1[CH2:13][CH:14]([C:25](=[O:26])[NH:27][O:28][C:29]([CH3:30])([CH3:31])[CH3:32])[N:15]([C:18](=[O:19])[O:20][C:21]([CH3:22])([CH3:23])[CH3:24])[CH2:16][CH2:17]1.